Dataset: the Open Reaction Database (ORD), a public repository of structured organic reaction records. Task: describe an organic reaction: reactants, conditions, products, and yield Starting materials: C(C)N(C(C=C(C)C)=O)CC (N,N-diethyl-3,3-dimethylacrylamide), BrC1(CC=C(C=C1)Br)OC (1,4-dibromoanisole), C(C)(C)NC1CCCCC1 (isopropylcyclohexylamine), C(CCC)[Li] (butyllithium). Run in C1CCOC1 (THF), C1CCOC1 (THF), C1CCOC1 (THF). Reaction conditions: temperature -78 celsius, time 30 minute. Yields the product C(C)(C)[N-]C1CCCCC1.[Li+] (lithiumisopropylcyclohexylamide). Reaction SMILES: [CH:1]([NH:4][CH:5]1[CH2:10][CH2:9][CH2:8][CH2:7][CH2:6]1)([CH3:3])[CH3:2].C([Li:15])CCC.C(N(CC)C(=O)C=C(C)C)C.BrC1(OC)C=CC(Br)=CC1>C1COCC1>[CH:1]([N-:4][CH:5]1[CH2:10][CH2:9][CH2:8][CH2:7][CH2:6]1)([CH3:3])[CH3:2].[Li+:15] |f:5.6|. Reported procedure: In a 250 mL round bottomed flask a solution of lithiumisopropylcyclohexylamide was prepared from isopropylcyclohexylamine (6.21 g, 7.23 mL, 44 mmol) in THF (50 mL) and butyllithium (2.5M in hexane, 17.6 mL, 44 mmol). The solution was cooled to -78° C. under nitrogen and N,N-diethyl-3,3-dimethylacrylamide [109] (3.10 g, 20 mmol) in THF (20 mL) was added. After stirring for 30 min at -78° C., the solution was warmed to room temperature and stirred for 5 h. The reaction mixture was then cooled to -... Reactants: O=C1CN(CC(N1)=O)CCN1CC(NC(C1)=O)=O (1,2-bis(3,5-dioxopiperazin-1-yl)ethane), CN(C)C=O (DMF), C=O (formaldehyde). Run at temperature 130 celsius. Product: OCN1C(CN(CC1=O)CCN1CC(N(C(C1)=O)CO)=O)=O (1,2-Bis(4-hydroxymethyl-3,5-dioxopiperazin-1-yl)ethane). Yield: 64.7%. Reaction SMILES: [O:1]=[C:2]1[NH:7][C:6](=[O:8])[CH2:5][N:4]([CH2:9][CH2:10][N:11]2[CH2:16][C:15](=[O:17])[NH:14][C:13](=[O:18])[CH2:12]2)[CH2:3]1.[CH2:19]=[O:20].CN([CH:24]=[O:25])C>>[OH:20][CH2:19][N:14]1[C:13](=[O:18])[CH2:12][N:11]([CH2:10][CH2:9][N:4]2[CH2:3][C:2](=[O:1])[N:7]([CH2:24][OH:25])[C:6](=[O:8])[CH2:5]2)[CH2:16][C:15]1=[O:17]. Procedure details: A mixture of 1,2-bis(3,5-dioxopiperazin-1-yl)ethane (2.0 g, 7.9m mol) and DMF (10 ml) was heated at 130° C. for 10 minutes. To the mixture, 37% aqueous formaldehyde solution (2 ml) was added gradually, and then the mixture was successively heated at 130° C. for 1.5 hours. The reaction mixture was allowed to stand in a refrigerator overnight. The resulting precipitates were collected, washed with ethyl acetate and dried under reduced pressure to give the tilted compound (1.6 g; yield 64.7%). Reactants: O=C1c2ccc(Br)cc2CN1Cc1ccc(OC(F)(F)F)cc1, CN1CCNCC1, CCOC(C)=O, Cc1ccccc1, CCCCCC, c1ccc(P(c2ccccc2)c2ccc3ccccc3c2-c2c(P(c3ccccc3)c3ccccc3)ccc3ccccc23)cc1. Yields the product CN1CCN(c2ccc3c(c2)CN(Cc2ccc(OC(F)(F)F)cc2)C3=O)CC1. RXN SMILES: [Br:1][c:2]1[cH:3][c:4]2[c:8]([cH:9][cH:10]1)[C:7](=[O:11])[N:6]([CH2:12][c:13]1[cH:14][cH:15][c:16]([O:19][C:20]([F:21])([F:22])[F:23])[cH:17][cH:18]1)[CH2:5]2.[CH3:24][N:25]1[CH2:26][CH2:27][NH:28][CH2:29][CH2:30]1.[CH3:77][CH2:78][O:79][C:80](=[O:81])[CH3:82].[CH3:83][c:84]1[cH:85][cH:86][cH:87][cH:88][cH:89]1.[CH3:90][CH2:91][CH2:92][CH2:93][CH2:94][CH3:95].[cH:31]1[cH:32][cH:33][c:34]([P:35]([c:36]2[cH:37][cH:38][c:39]3[c:40]([cH:41][cH:42][cH:43][cH:44]3)[c:45]2-[c:46]2[c:47]3[c:48]([cH:49][cH:50][cH:51][cH:52]3)[cH:53][cH:54][c:55]2[P:56]([c:57]2[cH:58][cH:59][cH:60][cH:61][cH:62]2)[c:63]2[cH:64][cH:65][cH:66][cH:67][cH:68]2)[c:69]2[cH:70][cH:71][cH:72][cH:73][cH:74]2)[cH:75][cH:76]1>>[c:2]1([N:28]2[CH2:27][CH2:26][N:25]([CH3:24])[CH2:30][CH2:29]2)[cH:3][c:4]2[c:8]([cH:9][cH:10]1)[C:7](=[O:11])[N:6]([CH2:12][c:13]1[cH:14][cH:15][c:16]([O:19][C:20]([F:21])([F:22])[F:23])[cH:17][cH:18]1)[CH2:5]2. As a reaction SMILES: [N:1]1[CH:6]=[CH:5][CH:4]=[CH:3][C:2]=1[C:7]([C:9]1[N:18]=[CH:17][CH:16]=[CH:15][C:10]=1[C:11]([O:13]C)=O)=O.Cl.Cl.[CH2:21]([NH:28][NH2:29])[C:22]1[CH:27]=[CH:26][CH:25]=[CH:24][CH:23]=1.C(N(C(C)C)CC)(C)C.C(O)(=O)C>C(O)C>[CH2:21]([N:28]1[C:11](=[O:13])[C:10]2[CH:15]=[CH:16][CH:17]=[N:18][C:9]=2[C:7]([C:2]2[CH:3]=[CH:4][CH:5]=[CH:6][N:1]=2)=[N:29]1)[C:22]1[CH:27]=[CH:26][CH:25]=[CH:24][CH:23]=1 |f:1.2.3|. Yields the product C(C1=CC=CC=C1)N1N=C(C2=C(C1=O)C=CC=N2)C2=NC=CC=C2 (6-benzyl-8-(pyridin-2-yl)pyrido[2,3-d]pyridazin-5(6H)-one). Starting materials: methyl 2-picolinoyl nicotinate, N1=C(C=CC=C1)C(=O)C1=C(C(=O)OC)C=CC=N1 (methyl 2-picolinoylnicotinate), Cl.Cl.C(C1=CC=CC=C1)NN (benzylhydrazine dihydrochloride), C(C)(C)N(CC)C(C)C (diisopropylethylamine), C(C)(=O)O (acetic acid). Conditions: temperature 75 celsius, time 2 hour. Procedure details: A mixture of methyl 2-picolinoyl nicotinate, compound 6, (130 mg, 0.54 mmol), benzylhydrazine dihydrochloride (146 mg, 0.81 mmol), diisopropylethylamine (104 mg, 0.81 mmol), and ethanol (5 mL) was heated overnight at 75° C. To the reaction mixture was added acetic acid (46 μL, 0.81 mmol). The reaction mixture was heated at 75° C. for 2 h and then 100° C. for 2 h. After cooling the excess solvent was removed under reduced pressure. The residue was partitioned between 15 mL of ethyl acetate and 10... Solvent: C(C)O (ethanol). The reactants are CCOC(=O)c1cnc2c3cc(NC(=O)C(C)C(C)CC)ccc3c(C)cn2c1=O, CO, [Na+], [OH-]. The product is CCC(C)C(C)C(=O)Nc1ccc2c(C)cn3c(=O)c(C(=O)[O-])cnc3c2c1, [Na+]. As a reaction SMILES: [CH3:1][CH:2]([C:3](=[O:4])[NH:5][c:6]1[cH:7][cH:8][c:9]2[c:10]([CH3:26])[cH:11][n:12]3[c:13]([c:14]2[cH:15]1)[n:16][cH:17][c:18]([C:21](=[O:22])[O:23][CH2:24][CH3:25])[c:19]3=[O:20])[CH:27]([CH2:28][CH3:29])[CH3:30].[CH3:33][OH:34].[Na+:32].[OH-:31]>>[CH3:1][CH:2]([C:3](=[O:4])[NH:5][c:6]1[cH:7][cH:8][c:9]2[c:10]([CH3:26])[cH:11][n:12]3[c:13]([c:14]2[cH:15]1)[n:16][cH:17][c:18]([C:21](=[O:22])[O-:23])[c:19]3=[O:20])[CH:27]([CH2:28][CH3:29])[CH3:30].[Na+:32]. Reactants: BrC=1C=C2C=NN=C(C2=CC1)N(C)C ((6-bromo-phthalazin-1-yl)-dimethyl-amine), C(CCC)[Sn](C=C)(CCCC)CCCC (tributyl vinyl stannane). Reagents/catalysts: C=1C=CC(=CC1)[P](C=2C=CC=CC2)(C=3C=CC=CC3)[Pd]([P](C=4C=CC=CC4)(C=5C=CC=CC5)C=6C=CC=CC6)([P](C=7C=CC=CC7)(C=8C=CC=CC8)C=9C=CC=CC9)[P](C=1C=CC=CC1)(C=1C=CC=CC1)C=1C=CC=CC1 (Pd(PPh3)4). Run in C1(=CC=CC=C1)C (toluene). Reaction conditions: temperature 85 celsius. Product: Hexanes EtOAc, CN(C1=NN=CC2=CC(=CC=C12)C=C)C (Dimethyl-(6-vinyl-phthalazin-1-yl)-amine). The yield is 59.3%. Reaction SMILES: Br[C:2]1[CH:3]=[C:4]2[C:9](=[CH:10][CH:11]=1)[C:8]([N:12]([CH3:14])[CH3:13])=[N:7][N:6]=[CH:5]2.[CH2:15]([Sn](CCCC)(CCCC)C=C)[CH2:16]CC>C1C=CC([P]([Pd]([P](C2C=CC=CC=2)(C2C=CC=CC=2)C2C=CC=CC=2)([P](C2C=CC=CC=2)(C2C=CC=CC=2)C2C=CC=CC=2)[P](C2C=CC=CC=2)(C2C=CC=CC=2)C2C=CC=CC=2)(C2C=CC=CC=2)C2C=CC=CC=2)=CC=1.C1(C)C=CC=CC=1>[CH3:13][N:12]([CH3:14])[C:8]1[C:9]2[C:4](=[CH:3][C:2]([CH:15]=[CH2:16])=[CH:11][CH:10]=2)[CH:5]=[N:6][N:7]=1 |^1:33,35,54,73|. Procedure: A mixture of (6-bromo-phthalazin-1-yl)-dimethyl-amine (0.32 g, 1.27 mmol) and toluene (8 mL) was purged with N2. Pd(PPh3)4 (0.4 g, 0.346 mmol) and tributyl vinyl stannane (1.11 mL, 3.80 mmol) were added and the reaction heated to 85° C. for 4 h. The reaction was cooled, filtered through celite and rinsed with CH2Cl2. The organic layers were washed with water, brine, dried (Na2SO4) and concentrated. Column chromatography (Hexanes/EtOAc) afforded the desired product (0.15 g, 59.3%) as a white soli... Starting materials: CC(C)=O, O=C(OCCO)c1cc(Oc2ccc(Cl)cc2)c[nH]1, [Na+], [OH-]. The product is O=C(O)c1cc(Oc2ccc(Cl)cc2)c[nH]1. RXN SMILES: [CH3:22][C:23](=[O:24])[CH3:25].[Cl:1][c:2]1[cH:3][cH:4][c:5]([O:6][c:7]2[cH:8][c:9]([C:12](=[O:13])[O:14][CH2:15][CH2:16][OH:17])[nH:10][cH:11]2)[cH:18][cH:19]1.[Na+:21].[OH-:20]>>[Cl:1][c:2]1[cH:3][cH:4][c:5]([O:6][c:7]2[cH:8][c:9]([C:12](=[O:13])[OH:14])[nH:10][cH:11]2)[cH:18][cH:19]1. Starting materials: C(C)(C)(C)OC(=O)N1C[C@H]([C@@H](C1)C=O)CN(C(C)C)C(C1=CC(=C(C=C1)C)OCCCOC)=O ((3R,4S)-3-({[4-methyl-3-(3-methoxy-propoxy)-benzoyl]-isopropyl-amino}-methyl)-4-formyl-pyrrolidine-1-carboxylic acid tert-butyl ester), C1(CC1)N (cyclopropyl amine). The solvent is CCOC(=O)C.CO (AcOEt MeOH). Yields the product C(C)(C)(C)OC(=O)N1C[C@H]([C@@H](C1)CNC1CC1)CN(C(C)C)C(C1=CC(=C(C=C1)C)OCCCOC)=O ((3R,4R)-3-({[4-Methyl-3-(3-methoxy-propoxy)benzoyl]-isopropyl-amino}-methyl)-4-cyclopropylaminomethyl-pyrrolidine-1-carboxylic acid tert-butyl ester). RXN SMILES: [C:1]([O:5][C:6]([N:8]1[CH2:12][C@@H:11]([CH:13]=O)[C@H:10]([CH2:15][N:16]([C:20](=[O:34])[C:21]2[CH:26]=[CH:25][C:24]([CH3:27])=[C:23]([O:28][CH2:29][CH2:30][CH2:31][O:32][CH3:33])[CH:22]=2)[CH:17]([CH3:19])[CH3:18])[CH2:9]1)=[O:7])([CH3:4])([CH3:3])[CH3:2].[CH:35]1([NH2:38])[CH2:37][CH2:36]1>CCOC(C)=O.CO>[C:1]([O:5][C:6]([N:8]1[CH2:12][C@@H:11]([CH2:13][NH:38][CH:35]2[CH2:37][CH2:36]2)[C@H:10]([CH2:15][N:16]([C:20](=[O:34])[C:21]2[CH:26]=[CH:25][C:24]([CH3:27])=[C:23]([O:28][CH2:29][CH2:30][CH2:31][O:32][CH3:33])[CH:22]=2)[CH:17]([CH3:18])[CH3:19])[CH2:9]1)=[O:7])([CH3:3])([CH3:2])[CH3:4] |f:2.3|. Procedure details: From (3R,4S)-3-({[4-methyl-3-(3-methoxy-propoxy)-benzoyl]-isopropyl-amino}-methyl)-4-formyl-pyrrolidine-1-carboxylic acid tert-butyl ester (3 g, 6.29 mmol), cyclopropyl amine (0.395 mL, 6.92 mmol) and NaBHOAc3 (1.87 g, 8.81 mmol) and purification by flash chromatography on silica gel (AcOEt/MeOH 100:0 to 85:15) to give the title compound as colorless oil. TLC, Rf (AcOEt)=0.63. MS (LC-MS): 518.3 [M+H]+; tR (HPLC, Nucleosil C-18HD (4×70 mm, 3 μm), 20-100% CH3CN/H2O/6 min, 100% CH3CN/1.5 min; flow:... The reactants are COc1nc(SC)nc2[nH]cc(C)c12, O=C(c1ccc(Cl)cc1)c1ccc(CBr)cc1, CN(C)C=O, O. Product: COc1nc(SC)nc2c1c(C)cn2Cc1ccc(C(=O)c2ccc(Cl)cc2)cc1. As a reaction SMILES: [CH3:1][O:2][c:3]1[c:4]2[c:5]([n:6][c:7]([S:9][CH3:10])[n:8]1)[nH:11][cH:12][c:13]2[CH3:14].[Cl:15][c:16]1[cH:17][cH:18][c:19]([C:20](=[O:21])[c:22]2[cH:23][cH:24][c:25]([CH2:26][Br:27])[cH:28][cH:29]2)[cH:30][cH:31]1.[O:33]=[CH:34][N:35]([CH3:36])[CH3:37].[OH2:32]>>[CH3:1][O:2][c:3]1[c:4]2[c:5]([n:6][c:7]([S:9][CH3:10])[n:8]1)[n:11]([CH2:26][c:25]1[cH:24][cH:23][c:22]([C:20]([c:19]3[cH:18][cH:17][c:16]([Cl:15])[cH:31][cH:30]3)=[O:21])[cH:29][cH:28]1)[cH:12][c:13]2[CH3:14]. The reactants are CN(C)C=O (DMF), N1C(=NC=C1)C1=CC=NC=C1 (4-(1H-Imidazol-2-yl)-pyridine), C([O-])([O-])=O.[Na+].[Na+] (sodium carbonate), [N+](=O)([O-])C=1C=C(CCl)C=CC1 (3-nitrobenzyl chloride). Run in O (Water). Run at temperature 50 celsius. The product is [N+](=O)([O-])C=1C=C(CN2C(=NC=C2)C2=CC=NC=C2)C=CC1 (4-[1-(3-Nitro-benzyl)-1H-imidazol-2-yl]-pyridine). RXN SMILES: CN(C=O)C.[NH:6]1[CH:10]=[CH:9][N:8]=[C:7]1[C:11]1[CH:16]=[CH:15][N:14]=[CH:13][CH:12]=1.C(=O)([O-])[O-].[Na+].[Na+].[N+:23]([C:26]1[CH:27]=[C:28]([CH:31]=[CH:32][CH:33]=1)[CH2:29]Cl)([O-:25])=[O:24]>O>[N+:23]([C:26]1[CH:27]=[C:28]([CH:31]=[CH:32][CH:33]=1)[CH2:29][N:6]1[CH:10]=[CH:9][N:8]=[C:7]1[C:11]1[CH:16]=[CH:15][N:14]=[CH:13][CH:12]=1)([O-:25])=[O:24] |f:2.3.4|. Reported procedure: DMF (20 mL) is added to 4-(1H-Imidazol-2-yl)-pyridine (930 mg, 6.4 mmol), sodium carbonate (1.92 g, 20 mmol), and 3-nitrobenzyl chloride (1.71 g, 10 mmol) and the mixture is warmed to 50° C. for 4 h. Water (100 mL) is added and the corresponding mixture is extracted with EtOAc (100 mL), dried over anhydrous sodium sulfate, and crude solution is concentrated under reduced pressure. The organics are dissolved in DCM and filtered through a plug of silica eluting first with DCM, and then washing wit...